This data is from the Open Reaction Database (ORD), a public repository of structured organic reaction records. The task is: describe an organic reaction: reactants, conditions, products, and yield Reactants: Cc1ccccc1, O=C(O)c1ccc(Cl)nc1Cl, Nc1n[nH]c2ccc(Cc3cc(F)cc(F)c3)cc12, O=S(Cl)Cl, c1ccncc1. Yields the product O=C(Nc1n[nH]c2ccc(Cc3cc(F)cc(F)c3)cc12)c1ccc(Cl)nc1Cl. RXN SMILES: [CH3:35][c:36]1[cH:37][cH:38][cH:39][cH:40][cH:41]1.[Cl:1][c:2]1[n:3][c:4]([Cl:11])[cH:5][cH:6][c:7]1[C:8](=[O:9])[OH:10].[F:16][c:17]1[cH:18][c:19]([CH2:20][c:21]2[cH:22][c:23]3[c:24]([NH2:30])[n:25][nH:26][c:27]3[cH:28][cH:29]2)[cH:31][c:32]([F:34])[cH:33]1.[S:12]([Cl:13])([Cl:14])=[O:15].[cH:42]1[cH:43][cH:44][n:45][cH:46][cH:47]1>>[Cl:1][c:2]1[n:3][c:4]([Cl:11])[cH:5][cH:6][c:7]1[C:8](=[O:10])[NH:30][c:24]1[c:23]2[cH:22][c:21]([CH2:20][c:19]3[cH:18][c:17]([F:16])[cH:33][c:32]([F:34])[cH:31]3)[cH:29][cH:28][c:27]2[nH:26][n:25]1. Reactants: BrC=1C=C2C=3N(C(C(NC3C1)=O)=O)[C@@H](CC2)CC(NC2=C(C=C(C=C2)CNC(=O)OC(C)(C)C)C(=O)OC)=O ((S)-9-bromo-5-[p-tert-butoxycarbonylaminomethyl-o-(methoxycarbonyl)phenylcarbamoylmethyl]-6,7-dihydro-1H, 5H-pyrido[1,2,3-de]quinoxaline-2,3-dione), C1CCOC1 (THF), CO (methanol). Solvent: [OH-].[Na+] (sodium hydroxide). Conditions: time 3.5 hour. Product: BrC=1C=C2C=3N(C(C(NC3C1)=O)=O)[C@@H](CC2)CC(NC2=C(C=C(C=C2)CNC(=O)OC(C)(C)C)C(=O)O)=O ((S)-9-Bromo-5-(p-tert-butoxycarbonylaminomethyl-o-carboxyphenylcarbamoylmethyl)-6,7-dihydro-1H, 5H-pyrido[1,2,3-de]quinoxaline-2,3-dione). The yield is 97.6%. As a reaction SMILES: [Br:1][C:2]1[CH:3]=[C:4]2[CH2:16][CH2:15][C@@H:14]([CH2:17][C:18](=[O:39])[NH:19][C:20]3[CH:25]=[CH:24][C:23]([CH2:26][NH:27][C:28]([O:30][C:31]([CH3:34])([CH3:33])[CH3:32])=[O:29])=[CH:22][C:21]=3[C:35]([O:37]C)=[O:36])[N:6]3[C:7](=[O:13])[C:8](=[O:12])[NH:9][C:10]([CH:11]=1)=[C:5]23.C1COCC1.CO>[OH-].[Na+]>[Br:1][C:2]1[CH:3]=[C:4]2[CH2:16][CH2:15][C@@H:14]([CH2:17][C:18](=[O:39])[NH:19][C:20]3[CH:25]=[CH:24][C:23]([CH2:26][NH:27][C:28]([O:30][C:31]([CH3:33])([CH3:34])[CH3:32])=[O:29])=[CH:22][C:21]=3[C:35]([OH:37])=[O:36])[N:6]3[C:7](=[O:13])[C:8](=[O:12])[NH:9][C:10]([CH:11]=1)=[C:5]23 |f:3.4|. Reported procedure: A solution of (S)-9-bromo-5-[p-tert-butoxycarbonylaminomethyl-o-(methoxycarbonyl)phenylcarbamoylmethyl]-6,7-dihydro-1H, 5H-pyrido[1,2,3-de]quinoxaline-2,3-dione (680 mg, 1.06 mmol) in a mixture of 1N sodium hydroxide (6 mL), THF (6 mL), and methanol (6 mL) was stirred for 3.5 h at room temperature and the solvent was concentrated to ca. 6 mL. To the residue was added 5% potassium hydrogen sulfate and extracted with ethyl acetate. The organic layer was washed with water, dried over magnesium sulf... The reactants are C(C)C1=CC2=C(N(C(NC2=O)=O)CC2=CC=C(C=C2)C=2C(=CC=CC2)C#N)S1 (4′-[(6-ethyl-2,4-dioxo-3,4-dihydrothieno[2,3-d]pyrimidin-1(2H)-yl)methyl]biphenyl-2-carbonitrile), N(=NC(=O)N1CCCCC1)C(=O)N1CCCCC1 (1,1′-(azodicarbonyl)dipiperidine), C(CCC)P(CCCC)CCCC (tributylphosphine), COC1=CC=C(C=C1)C1(CC1)CO ([1-(4-methoxyphenyl)cyclopropyl]methanol). Solvent: O1CCCC1 (tetrahydrofuran). Run at time 3 hour. Product: C(C)C1=CC2=C(N(C(N(C2=O)CC2(CC2)C2=CC=C(C=C2)OC)=O)CC2=CC=C(C=C2)C=2C(=CC=CC2)C#N)S1 (4′-{[6-ethyl-3-{[1-(4-methoxyphenyl)cyclopropyl]methyl}-2,4-dioxo-3,4-dihydrothieno[2,3-d]pyrimidin-1(2H)-yl]methyl}biphenyl-2-carbonitrile). Yield: 50.2%. RXN SMILES: [CH2:1]([C:3]1[S:28][C:6]2[N:7]([CH2:13][C:14]3[CH:19]=[CH:18][C:17]([C:20]4[C:21]([C:26]#[N:27])=[CH:22][CH:23]=[CH:24][CH:25]=4)=[CH:16][CH:15]=3)[C:8](=[O:12])[NH:9][C:10](=[O:11])[C:5]=2[CH:4]=1)[CH3:2].N(C(N1CCCCC1)=O)=NC(N1CCCCC1)=O.C(P(CCCC)CCCC)CCC.[CH3:60][O:61][C:62]1[CH:67]=[CH:66][C:65]([C:68]2([CH2:71]O)[CH2:70][CH2:69]2)=[CH:64][CH:63]=1>O1CCCC1>[CH2:1]([C:3]1[S:28][C:6]2[N:7]([CH2:13][C:14]3[CH:19]=[CH:18][C:17]([C:20]4[C:21]([C:26]#[N:27])=[CH:22][CH:23]=[CH:24][CH:25]=4)=[CH:16][CH:15]=3)[C:8](=[O:12])[N:9]([CH2:71][C:68]3([C:65]4[CH:64]=[CH:63][C:62]([O:61][CH3:60])=[CH:67][CH:66]=4)[CH2:70][CH2:69]3)[C:10](=[O:11])[C:5]=2[CH:4]=1)[CH3:2]. Reported procedure: A mixture of 4′-[(6-ethyl-2,4-dioxo-3,4-dihydrothieno[2,3-d]pyrimidin-1(2H)-yl)methyl]biphenyl-2-carbonitrile (1 g), 1,1′-(azodicarbonyl)dipiperidine (1.3 g), tributylphosphine (1.6 mL), [1-(4-methoxyphenyl)cyclopropyl]methanol (0.46 g) and tetrahydrofuran (30 mL) was stirred at room temperature for 3 hr. The reaction mixture was concentrated under reduced pressure, to the residue was added diisopropyl ether (50 mL), and the mixture was stirred at room temperature for 1 hr. Insoluble material wa... Starting materials: C(C)OC1=CC=C(C=C1)C#CC1=CC=C(C=C1)C(C)N (1-(4-((4-ethoxyphenyl)ethynyl)phenyl)ethanamine), TEA, CN(C(=O)Cl)C (dimethylcarbamyl chloride). Solvent: C(Cl)Cl (DCM). Product: C(C)OC1=CC=C(C=C1)C#CC1=CC=C(C=C1)C(C)NC(N(C)C)=O (3-(1-(4-((4-Ethoxyphenyl)ethynyl)phenyl)ethyl)-1,1-dimethylurea). As a reaction SMILES: [CH2:1]([O:3][C:4]1[CH:9]=[CH:8][C:7]([C:10]#[C:11][C:12]2[CH:17]=[CH:16][C:15]([CH:18]([NH2:20])[CH3:19])=[CH:14][CH:13]=2)=[CH:6][CH:5]=1)[CH3:2].[CH3:21][N:22]([CH3:26])[C:23](Cl)=[O:24]>C(Cl)Cl>[CH2:1]([O:3][C:4]1[CH:9]=[CH:8][C:7]([C:10]#[C:11][C:12]2[CH:13]=[CH:14][C:15]([CH:18]([NH:20][C:23](=[O:24])[N:22]([CH3:26])[CH3:21])[CH3:19])=[CH:16][CH:17]=2)=[CH:6][CH:5]=1)[CH3:2]. Procedure details: To 26.5 mg (0.10 mmol) 1-(4-((4-ethoxyphenyl)ethynyl)phenyl)ethanamine (I63) and 27.7 μL (0.20 mmol) TEA in 1.5 mL DCM are added 11.0 μl (0.12 mmol) dimethylcarbamyl chloride at 0° C. The reaction mixture is stirred at r.t. over night and directly purified by HPLC (MeOH/H2O/NH3). RXN SMILES: [C:35]([O:36][BH-:37]([O:38][C:39](=[O:40])[CH3:41])[O:42][C:43](=[O:44])[CH3:45])(=[O:46])[CH3:47].[CH3:27][NH:28][CH3:29].[CH3:55][C:56](=[O:57])[OH:58].[CH:1](=[O:2])[c:3]1[cH:4][cH:5][c:6]([S:9](=[O:10])(=[O:11])[NH:12][c:13]2[cH:14][cH:15][c:16]([CH:19]3[CH2:20][N:21]([CH2:24][CH2:25][CH3:26])[CH2:22][CH2:23]3)[cH:17][cH:18]2)[cH:7][cH:8]1.[Cl:51][CH2:52][Cl:53].[Na+:48].[Na+:50].[O:30]1[CH2:31][CH2:32][CH2:33][CH2:34]1.[OH-:49].[OH2:54]>>[CH2:1]([c:3]1[cH:4][cH:5][c:6]([S:9](=[O:10])(=[O:11])[NH:12][c:13]2[cH:14][cH:15][c:16]([CH:19]3[CH2:20][N:21]([CH2:24][CH2:25][CH3:26])[CH2:22][CH2:23]3)[cH:17][cH:18]2)[cH:7][cH:8]1)[N:28]([CH3:27])[CH3:29]. Yields the product CCCN1CCC(c2ccc(NS(=O)(=O)c3ccc(CN(C)C)cc3)cc2)C1. Starting materials: CC(=O)O[BH-](OC(C)=O)OC(C)=O, CNC, CC(=O)O, CCCN1CCC(c2ccc(NS(=O)(=O)c3ccc(C=O)cc3)cc2)C1, ClCCl, [Na+], [Na+], C1CCOC1, [OH-], O.